From a dataset of the Open Reaction Database (ORD), a public repository of structured organic reaction records. describe an organic reaction: reactants, conditions, products, and yield Starting materials: ClC=1C=C(C=CC1OC)C1=NOC(=C1C#C)C (3-(3-chloro-4-methoxy-phenyl)-4-ethynyl-5-methyl-isoxazole), BrC1=NC=CC=C1 (2-bromopyridine). The product is ClC=1C=C(C=CC1OC)C1=NOC(=C1C#CC1=NC=CC=C1)C (2-[3-(3-Chloro-4-methoxy-phenyl)-5-methyl-isoxazol-4-ylethynyl]-pyridine). The yield is 72.0%. Reaction SMILES: [Cl:1][C:2]1[CH:3]=[C:4]([C:10]2[C:14]([C:15]#[CH:16])=[C:13]([CH3:17])[O:12][N:11]=2)[CH:5]=[CH:6][C:7]=1[O:8][CH3:9].Br[C:19]1[CH:24]=[CH:23][CH:22]=[CH:21][N:20]=1>>[Cl:1][C:2]1[CH:3]=[C:4]([C:10]2[C:14]([C:15]#[C:16][C:19]3[CH:24]=[CH:23][CH:22]=[CH:21][N:20]=3)=[C:13]([CH3:17])[O:12][N:11]=2)[CH:5]=[CH:6][C:7]=1[O:8][CH3:9]. Procedure: As described for example 11c, 3-(3-chloro-4-methoxy-phenyl)-4-ethynyl-5-methyl-isoxazole (134 mg, 0.50 mmol) instead of 4-ethynyl-5-methyl-3-phenyl-isoxazole was converted (using 2-bromopyridine instead of 2-chloro-4-iodopyridine) to the title compound (SiO2, heptane:ethyl acetate=95:5 to 0:100, 117 mg, 72%) which was obtained as a white solid. MS: m/e=325.2 [M+H]+. Starting materials: aqueous solution, [OH-].[Na+] (sodium hydroxide), C1CCOC1 (THF), C(=O)(OC(C)(C)C)N(CC=1N(C=CN1)C)CC1=CC=C(C2=CC=CC=C12)C(=O)OC (Methyl 4-(N-Boc-(1-methylimidazol-2-ylmethyl)aminomethyl)naphthalene-1-carboxylate). Run in CO (methanol). Reaction conditions: time 2.5 hour. The product is C(=O)(OC(C)(C)C)N(CC=1N(C=CN1)C)CC1=CC=C(C2=CC=CC=C12)C(=O)O (4-(N-Boc-(1-methylimidazol-2-ylmethyl)aminomethyl)naphthalene-1-carboxylic acid). Yield: 84.1%. As a reaction SMILES: [C:1]([N:8]([CH2:16][C:17]1[C:26]2[C:21](=[CH:22][CH:23]=[CH:24][CH:25]=2)[C:20]([C:27]([O:29]C)=[O:28])=[CH:19][CH:18]=1)[CH2:9][C:10]1[N:11]([CH3:15])[CH:12]=[CH:13][N:14]=1)([O:3][C:4]([CH3:7])([CH3:6])[CH3:5])=[O:2].[OH-].[Na+].C1COCC1>CO>[C:1]([N:8]([CH2:16][C:17]1[C:26]2[C:21](=[CH:22][CH:23]=[CH:24][CH:25]=2)[C:20]([C:27]([OH:29])=[O:28])=[CH:19][CH:18]=1)[CH2:9][C:10]1[N:11]([CH3:15])[CH:12]=[CH:13][N:14]=1)([O:3][C:4]([CH3:7])([CH3:6])[CH3:5])=[O:2] |f:1.2|. Reported procedure: The compound obtained in Example 74-2 (1.0526 g) was dissolved in methanol (10 ml), and 1 N aqueous solution of sodium hydroxide (10 ml) and THF (10 ml) were added. The mixture was stirred for 2.5 hours. Part of the solvent was removed by distillation while adding water to the reaction solution. After adjusting the pH to 6, the water layer was extracted with chloroform. The extract was dried over anhydrous magnesium sulfate, the solvent was removed by distillation, and the residue was dried unde... Reactants: CS(C)=O, N#Cc1ccc(Oc2ccc(C=O)cc2)s1, [K+], [K+], O=C([O-])[O-], O. Yields the product NC(=O)c1ccc(Oc2ccc(C=O)cc2)s1. Reaction SMILES: [CH3:24][S:25]([CH3:26])=[O:27].[CH:1](=[O:2])[c:3]1[cH:4][cH:5][c:6]([O:7][c:8]2[cH:9][cH:10][c:11]([C:13]#[N:14])[s:12]2)[cH:15][cH:16]1.[K+:17].[K+:18].[O-:19][C:20]([O-:21])=[O:22].[OH2:23]>>[CH:1](=[O:2])[c:3]1[cH:4][cH:5][c:6]([O:7][c:8]2[cH:9][cH:10][c:11]([C:13]([NH2:14])=[O:19])[s:12]2)[cH:15][cH:16]1. Starting materials: NCC=CCOc1cc(CN2CCCCC2)ccn1, O=C(O)c1cc[nH]n1. Reaction SMILES: [N:1]1([CH2:7][c:8]2[cH:9][c:10]([O:14][CH2:15][CH:16]=[CH:17][CH2:18][NH2:19])[n:11][cH:12][cH:13]2)[CH2:2][CH2:3][CH2:4][CH2:5][CH2:6]1.[nH:20]1[n:21][c:22]([C:25](=[O:26])[OH:27])[cH:23][cH:24]1>>[N:1]1([CH2:7][c:8]2[cH:9][c:10]([O:14][CH2:15][CH:16]=[CH:17][CH2:18][NH:19][C:25]([c:22]3[n:21][nH:20][cH:24][cH:23]3)=[O:26])[n:11][cH:12][cH:13]2)[CH2:2][CH2:3][CH2:4][CH2:5][CH2:6]1. The product is O=C(NCC=CCOc1cc(CN2CCCCC2)ccn1)c1cc[nH]n1. Starting materials: N1=C(C=CC=C1)N1C[C@H](CC1)NC(=O)N1C=NC=C1 (imidazole-1-carboxylic acid ((S)-1-pyridin-2-yl-pyrrolidin-3-yl)-amide), solution, ethyl-1,2-diamine. The solvent is C(Cl)Cl (DCM), C(C)(C)O (iso-propanol). Reaction conditions: time 4 hour. Product: NCCNC(=O)N[C@@H]1CN(CC1)C1=NC=CC=C1 (1-(2-Amino-ethyl)-3-((S)-1-pyridin-2-yl-pyrrolidin-3-yl)-urea). As a reaction SMILES: [N:1]1[CH:6]=[CH:5][CH:4]=[CH:3][C:2]=1[N:7]1[CH2:11][CH2:10][C@H:9]([NH:12][C:13]([N:15]2[CH:19]=[CH:18][N:17]=C2)=[O:14])[CH2:8]1>C(Cl)Cl.C(O)(C)C>[NH2:17][CH2:18][CH2:19][NH:15][C:13]([NH:12][C@H:9]1[CH2:10][CH2:11][N:7]([C:2]2[CH:3]=[CH:4][CH:5]=[CH:6][N:1]=2)[CH2:8]1)=[O:14]. Procedure details: To a solution of imidazole-1-carboxylic acid ((S)-1-pyridin-2-yl-pyrrolidin-3-yl)-amide (9.9 ml of a 0.1 M solution in DCM, 0.99 mmol) in iso-propanol (1 ml) is added ethyl-1,2-diamine (2 ml, 37 mmol). The reaction mixture is stirred at room temperature for 4 hours and then extracted with DCM using a continuous liquid-liquid extraction system to yield the titled compound as 1:4 mole ratio mixture with imidazole. Starting materials: ClC1=C(SC(=C1Cl)Cl)C(=O)O (3,4,5-trichloro-2-thiophenecarboxylic acid), S(=O)(Cl)Cl (thionyl chloride), CN(C)C=O (DMF). The solvent is ClCCCl (1,2-dichloroethane). The product is ClC1=C(SC(=C1Cl)Cl)C(=O)Cl (3,4,5-Trichloro-2-thiophenecarbonyl chloride). RXN SMILES: [Cl:1][C:2]1[C:6]([Cl:7])=[C:5]([Cl:8])[S:4][C:3]=1[C:9]([OH:11])=O.S(Cl)([Cl:14])=O.CN(C=O)C>ClCCCl>[Cl:1][C:2]1[C:6]([Cl:7])=[C:5]([Cl:8])[S:4][C:3]=1[C:9]([Cl:14])=[O:11]. Reported procedure: A mixture of 20.4 g (0.088 mole) of 3,4,5-trichloro-2-thiophenecarboxylic acid, 7.3 mL (0.1 mole) of thionyl chloride, 0.2 mL of DMF and 80 mL of 1,2-dichloroethane was heated at reflux temperature for 3 h. The reaction mixture became a clear solution after 1 h of heating. The mixture was allowed to cool to RT, concentrated in vacuo and exposed to high vacuum to give 22.0 g (>98% wt) an oil which solidified upon standing to an off-white powder, mp 37°-41° C.